Task: describe an organic reaction: reactants, conditions, products, and yield. Dataset: the Open Reaction Database (ORD), a public repository of structured organic reaction records Starting materials: CN.Cl (MeNH2.HCl), [OH-].[Na+] (NaOH), COC1=C2C(=NC=C1)N(C=C2)C(CC=O)C2=CC=CC=C2 (3-(4-methoxy-pyrrolo[2,3-b]pyridin-1-yl)-3-phenyl-propionaldeyde), O (water). The solvent is CO (MeOH), CO (MeOH). Run at time 20 minute. Product: COC1=C2C(=NC=C1)N(C=C2)C(CCNC)C2=CC=CC=C2 ([3-(4-Methoxy-pyrrolo[2,3-b]pyridin-1-yl)-3-phenyl-propyl]-methyl-amine). Yield: 20.8%. RXN SMILES: [CH3:1][NH2:2].Cl.[OH-].[Na+].[CH3:6][O:7][C:8]1[CH:13]=[CH:12][N:11]=[C:10]2[N:14]([CH:17]([C:21]3[CH:26]=[CH:25][CH:24]=[CH:23][CH:22]=3)[CH2:18][CH:19]=O)[CH:15]=[CH:16][C:9]=12.O>CO>[CH3:6][O:7][C:8]1[CH:13]=[CH:12][N:11]=[C:10]2[N:14]([CH:17]([C:21]3[CH:26]=[CH:25][CH:24]=[CH:23][CH:22]=3)[CH2:18][CH2:19][NH:2][CH3:1])[CH:15]=[CH:16][C:9]=12 |f:0.1,2.3|. Reported procedure: To a RT solution of MeNH2.HCl (2.17 g, 31.9 mmol) in MeOH (40 mL) was added NaOH (319 mg, 7.98 mmol). The resulting mixture was stirred for 20 min. Then a solution of 3-(4-methoxy-pyrrolo[2,3-b]pyridin-1-yl)-3-phenyl-propionaldeyde (2.0 mmol) in MeOH (20 mL) was added, and the resulting mixture was stirred for 2 h. To this solution was added NaCNBH4 (125 mg, 2.0 mmol), and the mixture was stirred for 1 h, poured into water, and extracted with EtOAc. The organic layer was washed with water and br... Starting materials: CN[C@@H]1CC[C@H](CC1)C1=CC=C(C=C1)CN1CCOCC1 (trans-N-methyl-4-[4-(morpholinomethyl)phenyl]cyclohexylamine), [O-2].[Al+3].[O-2].[O-2].[Al+3] (aluminium oxide), petroleum ether ethyl acetate, C1(=CC=CC=C1)C1CCC(CC1)=O (4-phenylcyclohexanone), N1CCOCC1 (morpholine). Product: CN[C@@H]1CC[C@H](CC1)C1=CC=C(C=C1)CN1CCCCC1 (trans-N-Methyl-4-[4-(piperidinomethyl)phenyl]cyclohexylamine). As a reaction SMILES: [CH3:1][NH:2][C@H:3]1[CH2:8][CH2:7][C@H:6]([C:9]2[CH:14]=[CH:13][C:12]([CH2:15][N:16]3[CH2:21][CH2:20]O[CH2:18][CH2:17]3)=[CH:11][CH:10]=2)[CH2:5][CH2:4]1.[C:22]1(C2CCC(=O)CC2)C=CC=CC=1.N1CCOCC1.[O-2].[Al+3].[O-2].[O-2].[Al+3]>>[CH3:1][NH:2][C@H:3]1[CH2:8][CH2:7][C@H:6]([C:9]2[CH:14]=[CH:13][C:12]([CH2:15][N:16]3[CH2:21][CH2:20][CH2:22][CH2:18][CH2:17]3)=[CH:11][CH:10]=2)[CH2:5][CH2:4]1 |f:3.4.5.6.7|. Reported procedure: cis/trans-N-methyl-4-[4-(morpholinomethyl)phenyl]cyclohexylamine, from 4-phenylcyclohexanone and morpholine; colourless solid; Rf values 0.26 and 0.48 (aluminium oxide, petroleum ether/ethyl acetate=5:1, v:v) The reactants are CS(=O)(=O)O, CO, Cl, NC(CO)CO, O=Cc1ccc(-c2cc3ncnc(Nc4ccc5[nH]ccc5c4)c3s2)cc1. Product: OCC(CO)NCc1ccc(-c2cc3ncnc(Nc4ccc5[nH]ccc5c4)c3s2)cc1. RXN SMILES: [CH3:34][S:35]([OH:36])(=[O:37])=[O:38].[CH3:40][OH:41].[ClH:39].[NH2:1][CH:2]([CH2:3][OH:4])[CH2:5][OH:6].[nH:7]1[cH:8][cH:9][c:10]2[cH:11][c:12]([NH:16][c:17]3[c:18]4[c:19]([n:20][cH:21][n:22]3)[cH:23][c:24](-[c:26]3[cH:27][cH:28][c:29]([CH:30]=[O:31])[cH:32][cH:33]3)[s:25]4)[cH:13][cH:14][c:15]12>>[NH:1]([CH:2]([CH2:3][OH:4])[CH2:5][OH:6])[CH2:30][c:29]1[cH:28][cH:27][c:26](-[c:24]2[cH:23][c:19]3[c:18]([c:17]([NH:16][c:12]4[cH:11][c:10]5[cH:9][cH:8][nH:7][c:15]5[cH:14][cH:13]4)[n:22][cH:21][n:20]3)[s:25]2)[cH:33][cH:32]1.